From a dataset of the Open Reaction Database (ORD), a public repository of structured organic reaction records. describe an organic reaction: reactants, conditions, products, and yield Solvent: O1CCCC1 (tetrahydrofuran). The product is NCC=1C(NC(=CC1C)C)=O (3-(aminomethyl)-4,6-dimethylpyridin-2(1H)-one), solid. Reported procedure: To a solution of 4,6-dimethyl-2-oxo-1,2-dihydropyridine-3-carbonitrile (500 mg, 3.4 mmol) in tetrahydrofuran (20 mL) was added lithium aluminum hydride (258 mg, 6.8 mmol) at 0° C. The mixture was stirred at 20° C. for 2 hours. Then water (1 mL) was added and the product 3-(aminomethyl)-4,6-dimethylpyridin-2(1H)-one was obtained as a white solid (300 mg, 60%). 1H NMR (300 MHz, d6-DMSO): δ 11.84 (s, 1H), 7.95 (s, 2H), 5.97 (s, 1H), 3.77 (s, 2H), 2.19 (s, 3H), 2.15 (s, 3H). RXN SMILES: [CH3:1][C:2]1[CH:7]=[C:6]([CH3:8])[NH:5][C:4](=[O:9])[C:3]=1[C:10]#[N:11].[H-].[Al+3].[Li+].[H-].[H-].[H-].O>O1CCCC1>[NH2:11][CH2:10][C:3]1[C:4](=[O:9])[NH:5][C:6]([CH3:8])=[CH:7][C:2]=1[CH3:1] |f:1.2.3.4.5.6|. Yield: 60.0%. Reactants: CC1=C(C(NC(=C1)C)=O)C#N (4,6-dimethyl-2-oxo-1,2-dihydropyridine-3-carbonitrile), [H-].[Al+3].[Li+].[H-].[H-].[H-] (lithium aluminum hydride), O (water). Run at temperature 20 celsius, time 2 hour. The reactants are Cc1ccccc1, CC(=O)O, Nc1ccc(C(F)(F)F)cc1, CCC(=O)CC(=O)OC, O. The product is CCC(=CC(=O)OC)Nc1ccc(C(F)(F)F)cc1. As a reaction SMILES: [CH3:21][c:22]1[cH:23][cH:24][cH:25][cH:26][cH:27]1.[CH3:28][C:29](=[O:30])[OH:31].[F:1][C:2]([c:3]1[cH:4][cH:5][c:6]([NH2:7])[cH:8][cH:9]1)([F:10])[F:11].[O:12]=[C:13]([CH2:14][C:15](=[O:16])[O:17][CH3:18])[CH2:19][CH3:20].[OH2:32]>>[F:1][C:2]([c:3]1[cH:4][cH:5][c:6]([NH:7][C:13](=[CH:14][C:15](=[O:16])[O:17][CH3:18])[CH2:19][CH3:20])[cH:8][cH:9]1)([F:10])[F:11]. Reaction SMILES: [CH3:1][O:2][C:3]1[CH:4]=[CH:5][C:6]2[CH:10]=[C:9]([S:11](=[O:14])(=[O:13])[NH2:12])[S:8](=[O:16])(=[O:15])[C:7]=2[CH:17]=1.[BH4-].[Na+].Cl>CS(C)=O.C(O)C>[CH3:1][O:2][C:3]1[CH:4]=[CH:5][C:6]2[CH2:10][CH:9]([S:11](=[O:13])(=[O:14])[NH2:12])[S:8](=[O:15])(=[O:16])[C:7]=2[CH:17]=1 |f:1.2|. The reactants are [BH4-].[Na+] (NaBH4), COC=1C=CC2=C(S(C(=C2)S(N)(=O)=O)(=O)=O)C1 (6-methoxy-2-sulfamoylbenzo[b]thiophene-1,1-dioxide), Cl (HCl). Reported procedure: The product from Step A (200 mg) was dissolved in 1.5 ml of DMSO and was added rapidly dropwise to a solution of 200 mg of NaBH4 in 5 ml of 95% ethanol. After 30 minutes, the mixture was poured into dilute HCl and extracted with ethyl acetate. The extract was washed with water, and brine and dried (Na2SO4) and evaporated to dryness. The residue was pure by TLC and the structure was not contraindicated by 'H-NMR. Mass spectrum shows m/e=277. Calc'd for C9H11NO5S2 : C, 38.98; N, 5.05; H, 4.00%. Fo... Conditions: time 30 minute. Solvent: C(C)O (ethanol), CS(=O)C (DMSO). Yields the product COC=1C=CC2=C(S(C(C2)S(N)(=O)=O)(=O)=O)C1 (2,3-Dihydro-6-methoxy-2-sulfamoylbenzo[b]thiophene-1,1-dioxide). Reaction conditions: time 48 hour. Procedure: A mixture of (E)-3-{4-oxo-spiro[chromane-2,4′-piperidine]-6-yl}-acrylic acid methyl ester hydrochloride (500 mg, 1.48 mmol, Intermediate 1), TEA (0.41 ml, 2.96 mmol) and (±)-(1-bromoethyl)benzene (547 mg, 2.96 mmol) in DCM (25 ml) was stirred for 48 h at RT and then washed with brine. The organic phase was dried over Na2SO4 and evaporated. The crude residue was purified by column chromatography (eluent: from DCM to DCM/MeOH 96:4) to give (±)-(E)-3-{1′-(1-phenyl-ethyl)-4-oxo-spiro[chromane-2,4′-p... Reactants: COC(\C=C\C=1C=C2C(CC3(CCN(CC3)C(=O)OC(C)(C)C)OC2=CC1)=O)=O ((E)-3-{1′-tert-butoxycarbonyl-4-oxo-spiro[chromane-2,4′-piperidine]-6-yl}-acrylic acid methyl ester), COC(\C=C\C=1C=C2C(CC3(CCN(CC3)C(=O)OC(C)(C)C)OC2=CC1)=O)=O ((E)-3-{1′-tert-butoxycarbonyl-4-oxo-spiro[chromane-2,4′-piperidine]-6-yl}-acrylic acid methyl ester), TEA, BrC(C)C1=CC=CC=C1 ((±)-(1-bromoethyl)benzene), C(Cl)Cl (DCM). Yields the product COC(\C=C\C=1C=C2C(CC3(CCN(CC3)C(C)C3=CC=CC=C3)OC2=CC1)=O)=O ((±)-(E)-3-{1′-(1-phenyl-ethyl)-4-oxo-spiro[chromane-2,4′-piperidine]-6-yl}-acrylic acid methyl ester). Reaction SMILES: [CH3:1][O:2][C:3](=[O:29])/[CH:4]=[CH:5]/[C:6]1[CH:7]=[C:8]2[C:25](=[CH:26][CH:27]=1)[O:24][C:11]1([CH2:16][CH2:15][N:14]([C:17](OC(C)(C)C)=O)[CH2:13][CH2:12]1)[CH2:10][C:9]2=[O:28].BrC([C:33]1[CH:38]=[CH:37][CH:36]=[CH:35][CH:34]=1)C.[CH2:39](Cl)Cl>>[CH3:1][O:2][C:3](=[O:29])/[CH:4]=[CH:5]/[C:6]1[CH:7]=[C:8]2[C:25](=[CH:26][CH:27]=1)[O:24][C:11]1([CH2:16][CH2:15][N:14]([CH:17]([C:33]3[CH:38]=[CH:37][CH:36]=[CH:35][CH:34]=3)[CH3:39])[CH2:13][CH2:12]1)[CH2:10][C:9]2=[O:28]. Isolated yield 90.0%. Starting materials: ClC1=C(C(=O)NCC2=CC(=CC=C2)CN(C)C)C=C(C(=C1)N1CCN(CC1)C1=C(C=CC(=C1)C)C)[N+](=O)[O-] (2-chloro-N-(3-dimethylaminomethyl-benzyl)-4-[4-(2,5-dimethyl-phenyl)-piperazin-1-yl]-5-nitro-benzamide), C(C)O (ethanol), C(C)(=O)O (acetic acid). The reagents and catalysts are [Fe] (iron). Conditions: temperature 75 celsius, time 4 hour. The product is crude product, NC=1C(=CC(=C(C(=O)NCC2=CC(=CC=C2)CN(C)C)C1)Cl)N1CCN(CC1)C1=C(C=CC(=C1)C)C (5-amino-2-chloro-N-(3-dimethylaminomethyl-benzyl)-4-[4-(2,5-dimethyl-phenyl)-piperazin-1-yl]-benzamide). The yield is 70.0%. As a reaction SMILES: C(O)C.C(O)(=O)C.[Cl:8][C:9]1[CH:28]=[C:27]([N:29]2[CH2:34][CH2:33][N:32]([C:35]3[CH:40]=[C:39]([CH3:41])[CH:38]=[CH:37][C:36]=3[CH3:42])[CH2:31][CH2:30]2)[C:26]([N+:43]([O-])=O)=[CH:25][C:10]=1[C:11]([NH:13][CH2:14][C:15]1[CH:20]=[CH:19][CH:18]=[C:17]([CH2:21][N:22]([CH3:24])[CH3:23])[CH:16]=1)=[O:12]>[Fe]>[NH2:43][C:26]1[C:27]([N:29]2[CH2:30][CH2:31][N:32]([C:35]3[CH:40]=[C:39]([CH3:41])[CH:38]=[CH:37][C:36]=3[CH3:42])[CH2:33][CH2:34]2)=[CH:28][C:9]([Cl:8])=[C:10]([CH:25]=1)[C:11]([NH:13][CH2:14][C:15]1[CH:20]=[CH:19][CH:18]=[C:17]([CH2:21][N:22]([CH3:24])[CH3:23])[CH:16]=1)=[O:12]. Procedure details: In a 250 ml round bottom flask equipped with a magnetic stir bar and a septum with a nitrogen inlet, the iron powder (557.40 mg, 9.98 mmol) was suspended in clean, dry, reagent-grade ethanol (50.00 ml, 856.34 mmol) and the mixture was stirred together vigorously under nitrogen at room temperature as the acetic acid (5.00 ml, 87.34 mmol) was added. The reaction continued to stir at room temperature as the 2-chloro-N-(3-dimethylaminomethyl-benzyl)-4-[4-(2,5-dimethyl-phenyl)-piperazin-1-yl]-5-nitro... Reactants: C(C)(C)(C)NS(=O)(=O)C1=C(C(=CC=C1Cl)[N+](=O)[O-])O (N-(tert-butyl)6chloro-2-hydroxy-3-nitrobenzenesulfonamide), [H][H] (hydrogen). Reagents/catalysts: [Pd] (Pd/C). The product is C(C)(C)(C)NS(=O)(=O)C1=C(C(=CC=C1Cl)N)O (N-(tert-butyl)-3-amino-6-chloro-2-hydroxybenzenesulfonamide). RXN SMILES: [C:1]([NH:5][S:6]([C:9]1[C:14]([Cl:15])=[CH:13][CH:12]=[C:11]([N+:16]([O-])=O)[C:10]=1[OH:19])(=[O:8])=[O:7])([CH3:4])([CH3:3])[CH3:2].[H][H]>[Pd]>[C:1]([NH:5][S:6]([C:9]1[C:14]([Cl:15])=[CH:13][CH:12]=[C:11]([NH2:16])[C:10]=1[OH:19])(=[O:8])=[O:7])([CH3:4])([CH3:2])[CH3:3]. Reported procedure: Following the general hydrogenation procedure outlined in example 15, crude N-(tert-butyl)6chloro-2-hydroxy-3-nitrobenzenesulfonamide (1 .54 g) was reduced with hydrogen and 10% Pd/C (670 mg). The crude product (1.23 g) was carried on to the next step without purification. 1H NMR (MeOD-d4): 8 6.82 (m, 2H), 1.22 (s, 9H).